From a dataset of the Open Reaction Database (ORD), a public repository of structured organic reaction records. describe an organic reaction: reactants, conditions, products, and yield Starting materials: C(C)(C)(C)OC(=O)N1CCC(CC1)C1(C2=C(SC1C(=O)OC)C(=CC=C2)C(F)(F)F)O (4-(3-hydroxy-2-methoxycarbonyl-7-trifluoromethyl-2,3-dihydro-benzo[b]thiophen-3-yl)-piperidine-1-carboxylic acid tert-butyl ester), C(=O)(C(F)(F)F)O (TFA), C([O-])([O-])=O.[K+].[K+] (potassium carbonate). Run in C(Cl)Cl (DCM). Run at temperature 40 celsius, time 5 minute. Product: COC(=O)C1=C(C2=C(S1)C(=CC=C2)C(F)(F)F)C2CCNCC2 (3-Piperidin-4-yl-7-trifluoromethyl-benzo[b]thiophene-2-carboxylic acid methyl ester). As a reaction SMILES: C(OC([N:8]1[CH2:13][CH2:12][CH:11]([C:14]2(O)[CH:18]([C:19]([O:21][CH3:22])=[O:20])[S:17][C:16]3[C:23]([C:27]([F:30])([F:29])[F:28])=[CH:24][CH:25]=[CH:26][C:15]2=3)[CH2:10][CH2:9]1)=O)(C)(C)C.C(O)(C(F)(F)F)=O.C(=O)([O-])[O-].[K+].[K+]>C(Cl)Cl>[CH3:22][O:21][C:19]([C:18]1[S:17][C:16]2[C:23]([C:27]([F:29])([F:30])[F:28])=[CH:24][CH:25]=[CH:26][C:15]=2[C:14]=1[CH:11]1[CH2:12][CH2:13][NH:8][CH2:9][CH2:10]1)=[O:20] |f:2.3.4|. Reported procedure: To a room temperature solution of 4-(3-hydroxy-2-methoxycarbonyl-7-trifluoromethyl-2,3-dihydro-benzo[b]thiophen-3-yl)-piperidine-1-carboxylic acid tert-butyl ester (6.00 g, 13.0 mmol) in DCM (30 mL) was added TFA (30 mL) causing rapid gas evolution. After 5 min, the reaction was stirred at 40° C. for 5.5 h. After cooling to room temperature, the reaction was poured into 20% aqueous potassium carbonate (400 mL) and extracted with DCM (2×200 mL). The combined extracts were dried over magnesium sul... Reactants: CCN=C=NCCCN(C)C, CS(N)(=O)=O, CN(C)c1ccncc1, O=C(O)c1cc(Cl)c(Oc2cnc(C3CC3)c(Cl)c2)cc1Cl, ClCCl, Cl. Yields the product CS(=O)(=O)NC(=O)c1cc(Cl)c(Oc2cnc(C3CC3)c(Cl)c2)cc1Cl. RXN SMILES: [CH3:2][N:3]([CH3:4])[CH2:5][CH2:6][CH2:7][N:8]=[C:9]=[N:10][CH2:11][CH3:12].[CH3:35][S:36](=[O:37])(=[O:38])[NH2:39].[CH3:40][N:41]([CH3:42])[c:43]1[cH:44][cH:45][n:46][cH:47][cH:48]1.[Cl:13][c:14]1[c:15]([C:16](=[O:17])[OH:18])[cH:19][c:20]([Cl:34])[c:21]([O:23][c:24]2[cH:25][n:26][c:27]([CH:31]3[CH2:32][CH2:33]3)[c:28]([Cl:30])[cH:29]2)[cH:22]1.[Cl:49][CH2:50][Cl:51].[ClH:1]>>[Cl:13][c:14]1[c:15]([C:16](=[O:17])[NH:39][S:36]([CH3:35])(=[O:37])=[O:38])[cH:19][c:20]([Cl:34])[c:21]([O:23][c:24]2[cH:25][n:26][c:27]([CH:31]3[CH2:32][CH2:33]3)[c:28]([Cl:30])[cH:29]2)[cH:22]1.